Dataset: the Open Reaction Database (ORD), a public repository of structured organic reaction records. Task: describe an organic reaction: reactants, conditions, products, and yield The reactants are C#CCOC, CCOC(C)=O, CC(C)NC(C)C, COc1cc2ncc(C#N)c(Nc3c(Cl)cc(I)c4c3OCO4)c2cc1OC, [I-], Cl[Pd]Cl, c1ccc(P(c2ccccc2)c2ccccc2)cc1, c1ccc(P(c2ccccc2)c2ccccc2)cc1. Yields the product COCC#Cc1cc(Cl)c(Nc2c(C#N)cnc3cc(OC)c(OC)cc23)c2c1OCO2. RXN SMILES: [CH2:29]([C:30]#[CH:31])[O:32][CH3:33].[CH3:83][CH2:84][O:85][C:86](=[O:87])[CH3:88].[CH:34]([NH:35][CH:36]([CH3:37])[CH3:38])([CH3:39])[CH3:40].[Cl:1][c:2]1[cH:3][c:4]([I:28])[c:5]2[c:6]([c:7]1[NH:8][c:9]1[c:10]([C:23]#[N:24])[cH:11][n:12][c:13]3[cH:14][c:15]([O:21][CH3:22])[c:16]([O:19][CH3:20])[cH:17][c:18]13)[O:25][CH2:26][O:27]2.[I-:41].[Pd:42]([Cl:43])[Cl:44].[c:45]1([P:46]([c:47]2[cH:48][cH:49][cH:50][cH:51][cH:52]2)[c:53]2[cH:54][cH:55][cH:56][cH:57][cH:58]2)[cH:59][cH:60][cH:61][cH:62][cH:63]1.[c:64]1([P:65]([c:66]2[cH:67][cH:68][cH:69][cH:70][cH:71]2)[c:72]2[cH:73][cH:74][cH:75][cH:76][cH:77]2)[cH:78][cH:79][cH:80][cH:81][cH:82]1>>[Cl:1][c:2]1[cH:3][c:4]([C:31]#[C:30][CH2:29][O:32][CH3:33])[c:5]2[c:6]([c:7]1[NH:8][c:9]1[c:10]([C:23]#[N:24])[cH:11][n:12][c:13]3[cH:14][c:15]([O:21][CH3:22])[c:16]([O:19][CH3:20])[cH:17][c:18]13)[O:25][CH2:26][O:27]2.